Dataset: the Open Reaction Database (ORD), a public repository of structured organic reaction records. Task: describe an organic reaction: reactants, conditions, products, and yield Reaction SMILES: Br[C:2]1[CH:7]=[CH:6][C:5]([NH:8]C(=O)C(F)(F)F)=[C:4]([CH3:15])[CH:3]=1.B1(B2OC(C)(C)C(C)(C)O2)OC(C)(C)C(C)(C)O1.C([O-])(=O)C.[K+].[CH2:39]([O:41][C:42]1[CH:43]=[C:44]([CH:54]=[C:55]([O:58]COC)[C:56]=1I)[CH2:45][C:46]1[C:47]([NH2:53])=[N:48][C:49]([NH2:52])=[N:50][CH:51]=1)[CH3:40].C(=O)([O-])[O-].[Na+].[Na+].[OH-].[Na+].Cl>O1CCOCC1.C(O)C.CO.Cl[Pd](Cl)([P](C1C=CC=CC=1)(C1C=CC=CC=1)C1C=CC=CC=1)[P](C1C=CC=CC=1)(C1C=CC=CC=1)C1C=CC=CC=1.C(COC)OC>[NH2:8][C:5]1[CH:6]=[CH:7][C:2]([C:56]2[C:55]([OH:58])=[CH:54][C:44]([CH2:45][C:46]3[C:47]([NH2:53])=[N:48][C:49]([NH2:52])=[N:50][CH:51]=3)=[CH:43][C:42]=2[O:41][CH2:39][CH3:40])=[CH:3][C:4]=1[CH3:15] |f:2.3,5.6.7,8.9,^1:84,103|. Conditions: temperature 85 celsius, time 4 hour. Solvent: O1CCOCC1 (dioxane), C(OC)COC (dimethoxyethane), CO (methanol), C(C)O (ethanol). The yield is 57.3%. The reagents and catalysts are Cl[Pd]([P](C1=CC=CC=C1)(C2=CC=CC=C2)C3=CC=CC=C3)([P](C4=CC=CC=C4)(C5=CC=CC=C5)C6=CC=CC=C6)Cl (bis(triphenylphosphine)palladium(II) dichloride). Starting materials: BrC1=CC(=C(C=C1)NC(C(F)(F)F)=O)C (N-(4-Bromo-2-methyl-phenyl)-2,2,2-trifluoro-acetamide), tetrakis-triphenylphosphine palladium, C(C)OC=1C=C(CC=2C(=NC(=NC2)N)N)C=C(C1I)OCOC (5-(3-ethoxy-4-iodo-5-methoxymethoxy-benzyl)-pyrimidine-2,4-diamine), C([O-])([O-])=O.[Na+].[Na+] (sodium carbonate), ice water, Cl (hydrochloric acid), [OH-].[Na+] (sodium hydroxide), B1(OC(C(O1)(C)C)(C)C)B2OC(C(O2)(C)C)(C)C (bis(pinacolato)diboron), C(C)(=O)[O-].[K+] (potassium acetate). Reported procedure: N-(4-Bromo-2-methyl-phenyl)-2,2,2-trifluoro-acetamide (described in example 4f) (4.9 g; 17.5 mmol), bis(pinacolato)diboron (6.66 g; 26.25 mmol), potassium acetate (5.15 g; 52.5 mmol) and bis(triphenylphosphine)palladium(II) dichloride (PdCl2(PPh3)2) (737 mg; 1.05 mmol) are suspended in dioxane (175 ml; dried over a molecular sieve), and four times the suspension is evacuated and ventilated with argon, with vigorous stirring. The mixture is then stirred at a bath temperature of 85° C. for 4 hours... Yields the product NC1=C(C=C(C=C1)C=1C(=CC(=CC1OCC)CC=1C(=NC(=NC1)N)N)O)C (4′-amino-4-(2,4-diamino-pyrimidin-5-ylmethyl)-6-ethoxy-3′-methyl-biphenyl-2-ol). Reactants: Cc1c(OC2CCCC(N3CCOCC3)C2)ccc2c1cnn2C1CCCCO1, CC(C)O. The product is Cc1c(OC2CCCC(N3CCOCC3)C2)ccc2[nH]ncc12. RXN SMILES: [CH3:1][c:2]1[c:3]2[cH:4][n:5][n:6]([CH:24]3[CH2:25][CH2:26][CH2:27][CH2:28][O:29]3)[c:7]2[cH:8][cH:9][c:10]1[O:11][CH:12]1[CH2:13][CH:14]([N:18]2[CH2:19][CH2:20][O:21][CH2:22][CH2:23]2)[CH2:15][CH2:16][CH2:17]1.[CH:30]([OH:31])([CH3:32])[CH3:33]>>[CH3:1][c:2]1[c:3]2[cH:4][n:5][nH:6][c:7]2[cH:8][cH:9][c:10]1[O:11][CH:12]1[CH2:13][CH:14]([N:18]2[CH2:19][CH2:20][O:21][CH2:22][CH2:23]2)[CH2:15][CH2:16][CH2:17]1. The reactants are CCOC(C)=O, CCO, CCOC(=O)CCCCCN(C)c1cc(OC)c(C(=O)OC(C)(C)C)cc1Cl, Cl, [Na+], [OH-]. Reaction SMILES: [CH3:32][CH2:33][O:34][C:35](=[O:36])[CH3:37].[CH3:38][CH2:39][OH:40].[Cl:1][c:2]1[c:3]([N:17]([CH3:18])[CH2:19][CH2:20][CH2:21][CH2:22][CH2:23][C:24](=[O:25])[O:26][CH2:27][CH3:28])[cH:4][c:5]([O:15][CH3:16])[c:6]([C:7](=[O:8])[O:9][C:10]([CH3:11])([CH3:12])[CH3:13])[cH:14]1.[ClH:31].[Na+:30].[OH-:29]>>[Cl:1][c:2]1[c:3]([N:17]([CH3:18])[CH2:19][CH2:20][CH2:21][CH2:22][CH2:23][C:24](=[O:25])[OH:26])[cH:4][c:5]([O:15][CH3:16])[c:6]([C:7](=[O:8])[O:9][C:10]([CH3:11])([CH3:12])[CH3:13])[cH:14]1. Yields the product COc1cc(N(C)CCCCCC(=O)O)c(Cl)cc1C(=O)OC(C)(C)C. The reactants are NCCN1CC(CC1)NC(C)=O (N-[1-(2-amino-ethyl)-pyrrolidin-3-yl]-acetamide), ClC1=C(C(=CC=C1)Cl)CS(=O)(=O)C=1C=C2/C(/C(NC2=CC1)=O)=C/C1=C(C(=C(N1)C)C(=O)O)C (5-[5-(2,6-dichloro-phenylmethanesulfonyl)-2-oxo-1,2-dihydro-indol-(3Z)-ylidenemethyl]-2,4-dimethyl-1H-pyrrole-3-carboxylic acid), C=1C=CC2=C(C1)N=NN2O (HOBt), CCN=C=NCCCN(C)C.Cl (EDAC.HCl), TEA. Run in CN(C)C=O (DMF). Run at time 30 minute. Product: C(C)(=O)NC1CN(CC1)CCNC(=O)C1=C(NC(=C1C)\C=C\1/C(NC2=CC=C(C=C12)S(=O)(=O)CC1=C(C=CC=C1Cl)Cl)=O)C (5-[5-(2,6-Dichloro-phenylmethanesulfonyl)-2-oxo-1,2-dihydro-indol-(3Z)-ylidenemethyl]-2,4-dimethyl-1H-pyrrole-3-carboxylic acid [2-(3-Acetylamino-pyrrolidin-1-yl)-ethyl]-amide). Isolated yield 64.7%. As a reaction SMILES: [Cl:1][C:2]1[CH:7]=[CH:6][CH:5]=[C:4]([Cl:8])[C:3]=1[CH2:9][S:10]([C:13]1[CH:14]=[C:15]2[C:19](=[CH:20][CH:21]=1)[NH:18][C:17](=[O:22])/[C:16]/2=[CH:23]\[C:24]1[NH:28][C:27]([CH3:29])=[C:26]([C:30]([OH:32])=O)[C:25]=1[CH3:33])(=[O:12])=[O:11].C1C=CC2N(O)N=NC=2C=1.CCN=C=NCCCN(C)C.Cl.[NH2:56][CH2:57][CH2:58][N:59]1[CH2:63][CH2:62][CH:61]([NH:64][C:65](=[O:67])[CH3:66])[CH2:60]1>CN(C=O)C>[C:65]([NH:64][CH:61]1[CH2:62][CH2:63][N:59]([CH2:58][CH2:57][NH:56][C:30]([C:26]2[C:25]([CH3:33])=[C:24](/[CH:23]=[C:16]3\[C:17](=[O:22])[NH:18][C:19]4[C:15]\3=[CH:14][C:13]([S:10]([CH2:9][C:3]3[C:2]([Cl:1])=[CH:7][CH:6]=[CH:5][C:4]=3[Cl:8])(=[O:11])=[O:12])=[CH:21][CH:20]=4)[NH:28][C:27]=2[CH3:29])=[O:32])[CH2:60]1)(=[O:67])[CH3:66] |f:2.3|. Procedure: To a solution of 5-[5-(2,6-dichloro-phenylmethanesulfonyl)-2-oxo-1,2-dihydro-indol-(3Z)-ylidenemethyl]-2,4-dimethyl-1H-pyrrole-3-carboxylic acid (252 mg, 0.5 mmol) in DMF (10 mL) was added HOBt (101 mg, 1.5 eq.), EDAC.HCl (144 mg, 1.5 eq.) and TEA (152 mg, 3 eq.). After stirring at rf for 30 mins, to the mixture was added N-[1-(2-amino-ethyl)-pyrrolidin-3-yl]-acetamide (128 mg, 1.5 eq.). After stirring at 30° C. for 72 hours, the reaction was concentrated and the residue was purified on a silica... Reactants: CC(C)(C)OC(=O)N1CCC(OCc2ccccc2)C1, CCOC(C)=O, CCOCC, Cl. Yields the product c1ccc(COC2CCNC2)cc1. RXN SMILES: [CH2:2]([c:3]1[cH:4][cH:5][cH:6][cH:7][cH:8]1)[O:9][CH:10]1[CH2:11][N:12]([C:15]([O:16][C:17]([CH3:18])([CH3:19])[CH3:20])=[O:21])[CH2:13][CH2:14]1.[CH3:22][CH2:23][O:24][C:25](=[O:26])[CH3:27].[CH3:28][CH2:29][O:30][CH2:31][CH3:32].[ClH:1]>>[CH2:2]([c:3]1[cH:4][cH:5][cH:6][cH:7][cH:8]1)[O:9][CH:10]1[CH2:11][NH:12][CH2:13][CH2:14]1. Starting materials: C[C@]12CCC(=O)C[C@H]1CC[C@@H]3[C@@H]2CC[C@]4([C@H]3CC[C@@H]4C(=O)CO)C (hydroxydione), C1(=C(C(=CC(=C1)C)C)S(=O)(=O)Cl)C (2-mesitylenesulfonyl chloride), [BH4-].[Na+] (sodium borohydride), C(C(=O)O)(=O)O (oxalic acid), C(C(=O)[O-])(=O)[O-].[Na+].[Na+] (sodium oxalate). The solvent is CCOCC (ether), C1CCOC1 (THF), C(C)N(CC)CC (triethylamine), CCOCC (ether). Reaction conditions: temperature 0 celsius, time 30 minute. Yields the product C(=O)(OC)CCCC1=C(CC=2C(CC(C2)O)=O)C=CC=C1 (2-[2-(3-Carbomethoxypropyl)benzyl]-4-hydroxy-2-cyclopentene-1-one). Reaction SMILES: C[C@@:2]12[C@H:12]3[CH2:13][CH2:14][C@]4(C)[C@@H](C(CO)=O)CC[C@H]4[C@@H:11]3[CH2:10][CH2:9][C@@H:8]1[CH2:7][C:5](=[O:6])[CH2:4][CH2:3]2.[C:25]1(C)C=C(C)C=C(C)C=1S(Cl)(=O)=O.[BH4-].[Na+].[C:40](O)(=O)[C:41]([OH:43])=[O:42].[C:46]([O-:51])(=O)[C:47]([O-])=O.[Na+].[Na+]>CCOCC.C1COCC1.C(N(CC)CC)C>[C:41]([CH2:40][CH2:14][CH2:13][C:12]1[CH:11]=[CH:10][CH:9]=[CH:8][C:2]=1[CH2:3][C:4]1[C:5](=[O:6])[CH2:7][CH:46]([OH:51])[CH:47]=1)([O:43][CH3:25])=[O:42] |f:2.3,5.6.7|. Procedure details: A solution of 19 g (0.063 mol) of the hydroxydione XIIIa in 200 ml dry ether was cooled to 0° C. To this was added 10 ml triethylamine followed by a solution of 14 g (0.063 mol) of 2-mesitylenesulfonyl chloride in 50 ml of ether. After stirring 30 minutes at 0° C the solution was allowed to warm to room temperature. It was then washed with cold H2O, 1N HCl, brine, then dried over anhydrous CaCl2 and concentrated at 32° C under reduced pressure. The light colored oily residue of the enol sulfonat... The reactants are NCC(=O)[C@H]1[C@@](O[C@@H]([C@H]([C@@H]1O)O)CO)(N(C(CCCCCCCCCCC)=O)CCCCCCCCCCCCCC)N (N-(2-glycyl-amino-2-deoxy-β-D-glucopyranosyl)-N-tetradecyl-dodecanamide), C(=O)(OCC1=CC=CC=C1)N(C)CC(=O)O (N-carbobenzoxy-sarcosine). Run in ClCCl (dichloromethane). The product is C(=O)(OCC1=CC=CC=C1)N(C)CC(=O)NCC(=O)[C@H]1[C@@](O[C@@H]([C@H]([C@@H]1O)O)CO)(N(C(CCCCCCCCCCC)=O)CCCCCCCCCCCCCC)N (N-[2-(N-Carbobenzoxy-sarcosyl-glycyl)-amino-2-deoxy-β-D-glucopyranosyl]-N-tetradecyl-dodecanamide). Yield: 64.0%. RXN SMILES: [NH2:1][CH2:2][C:3]([C@@H:5]1[C@@H:10]([OH:11])[C@H:9]([OH:12])[C@@H:8]([CH2:13][OH:14])[O:7][C@@:6]1([NH2:43])[N:15]([CH2:29][CH2:30][CH2:31][CH2:32][CH2:33][CH2:34][CH2:35][CH2:36][CH2:37][CH2:38][CH2:39][CH2:40][CH2:41][CH3:42])[C:16](=[O:28])[CH2:17][CH2:18][CH2:19][CH2:20][CH2:21][CH2:22][CH2:23][CH2:24][CH2:25][CH2:26][CH3:27])=[O:4].[C:44]([N:54]([CH2:56][C:57](O)=[O:58])[CH3:55])([O:46][CH2:47][C:48]1[CH:53]=[CH:52][CH:51]=[CH:50][CH:49]=1)=[O:45]>ClCCl>[C:44]([N:54]([CH2:56][C:57]([NH:1][CH2:2][C:3]([C@@H:5]1[C@@H:10]([OH:11])[C@H:9]([OH:12])[C@@H:8]([CH2:13][OH:14])[O:7][C@@:6]1([NH2:43])[N:15]([CH2:29][CH2:30][CH2:31][CH2:32][CH2:33][CH2:34][CH2:35][CH2:36][CH2:37][CH2:38][CH2:39][CH2:40][CH2:41][CH3:42])[C:16](=[O:28])[CH2:17][CH2:18][CH2:19][CH2:20][CH2:21][CH2:22][CH2:23][CH2:24][CH2:25][CH2:26][CH3:27])=[O:4])=[O:58])[CH3:55])([O:46][CH2:47][C:48]1[CH:53]=[CH:52][CH:51]=[CH:50][CH:49]=1)=[O:45]. Procedure: from N-(2-glycyl-amino-2-deoxy-β-D-glucopyranosyl)-N-tetradecyl-dodecanamide and N-carbobenzoxy-sarcosine. Yield 64%. [α]D =+18.4° (c=1.02, dichloromethane). m.p. 76-77°.